From a dataset of the Open Reaction Database (ORD), a public repository of structured organic reaction records. describe an organic reaction: reactants, conditions, products, and yield The reactants are CCOCC, CN1CCCC1=O, CCN(C(C)C)C(C)C, Cl, C1=CCC2CNC(C1)CN2c1ccc2ccccc2c1, O=C(CCCl)c1csc2ccccc12. Yields the product Cl, O=C(CCN1CC2CC=CCC1CN2c1ccc2ccccc2c1)c1csc2ccccc12. As a reaction SMILES: [CH3:45][CH2:46][O:47][CH2:48][CH3:49].[CH3:50][N:51]1[CH2:52][CH2:53][CH2:54][C:55]1=[O:56].[CH:35]([N:36]([CH2:37][CH3:38])[CH:39]([CH3:40])[CH3:41])([CH3:42])[CH3:43].[ClH:44].[cH:1]1[c:2]([N:11]2[CH:12]3[CH2:13][CH:14]=[CH:15][CH2:16][CH:17]([CH2:18]2)[NH:19][CH2:20]3)[cH:3][cH:4][c:5]2[cH:6][cH:7][cH:8][cH:9][c:10]12.[s:21]1[c:22]2[c:23]([c:24]([C:26]([CH2:27][CH2:28][Cl:29])=[O:30])[cH:25]1)[cH:31][cH:32][cH:33][cH:34]2>>[ClH:29].[cH:1]1[c:2]([N:11]2[CH:12]3[CH2:13][CH:14]=[CH:15][CH2:16][CH:17]([CH2:18]2)[N:19]([CH2:28][CH2:27][C:26]([c:24]2[c:23]4[c:22]([s:21][cH:25]2)[cH:34][cH:33][cH:32][cH:31]4)=[O:30])[CH2:20]3)[cH:3][cH:4][c:5]2[cH:6][cH:7][cH:8][cH:9][c:10]12. Reactants: CCCCOc1nsnc1S(C)(=O)=O, C1CCOC1, [Li]CCCC, CCCCCC, CN1CCCC1CO, CCOC(C)=O, Cl. Yields the product CCCCOc1nsnc1OCC1CCCN1C. RXN SMILES: [CH2:20]([CH2:21][CH2:22][CH3:23])[O:24][c:25]1[n:26][s:27][n:28][c:29]1[S:30]([CH3:31])(=[O:32])=[O:33].[CH2:35]1[O:36][CH2:37][CH2:38][CH2:39]1.[CH2:9]([Li:10])[CH2:11][CH2:12][CH3:13].[CH3:14][CH2:15][CH2:16][CH2:17][CH2:18][CH3:19].[CH3:1][N:2]1[CH:3]([CH2:7][OH:8])[CH2:4][CH2:5][CH2:6]1.[CH3:40][CH2:41][O:42][C:43]([CH3:44])=[O:45].[ClH:34]>>[CH3:1][N:2]1[CH:3]([CH2:7][O:8][c:29]2[c:25]([O:24][CH2:20][CH2:21][CH2:22][CH3:23])[n:26][s:27][n:28]2)[CH2:4][CH2:5][CH2:6]1. Reactants: CC1=C2C=CC=NC2=C(C=C1C)[N+](=O)[O-] (5,6-dimethyl-8-nitroquinoline), CC1=C2C=CC=NC2=C(C=C1C)[N+](=O)[O-] (5,6-dimethyl-8-nitroquinoline), O.NN (hydrazine hydrate). The reagents and catalysts are [Ni] (Raney nickel). Solvent: CO (MeOH). The product is CC1=C2C=CC=NC2=C(C=C1C)N (5,6-Dimethylquinolin-8-amine). The yield is 77.4%. Reaction SMILES: [CH3:1][C:2]1[C:11]([CH3:12])=[CH:10][C:9]([N+:13]([O-])=O)=[C:8]2[C:3]=1[CH:4]=[CH:5][CH:6]=[N:7]2.O.NN>[Ni].CO>[CH3:1][C:2]1[C:11]([CH3:12])=[CH:10][C:9]([NH2:13])=[C:8]2[C:3]=1[CH:4]=[CH:5][CH:6]=[N:7]2 |f:1.2|. Procedure: In a similar fashion using route 6 general procedure 14, 5,6-dimethyl-8-nitroquinoline (Intermediate 43) (200 mg, 0.9 mmol), Raney nickel (40 mg, 20 wt), hydrazine hydrate (200 μl, 3.9 mmol) and MeOH (5 ml) gave the title compound (120 mg, 77%) which was used in the next step without purification. The reactants are C(C=C)N (Allylamine), O.ON1N=NC2=C1C=CC=C2 (1-hydroxybenzotriazole monohydrate), Cl.CN(CCCC(C)N=C=N)C (1-(3-dimethylaminopropyl)-ethylcarbodiimide hydrochloride), N([C@@H](CC1=CC=CC=C1)C(=O)O)C(=O)OCC1=CC=CC=C1 (Cbz-Phe-OH). The solvent is C(Cl)Cl (methylene chloride). Reaction conditions: time 1.5 hour. Product: N([C@@H](CC1=CC=CC=C1)C(=O)O)C(=O)OCC1=CC=CC=C1.C(C=C)[NH-] (Cbz-Phe allylamide). Isolated yield 47.0%. RXN SMILES: [NH:1]([C:13]([O:15][CH2:16][C:17]1[CH:22]=[CH:21][CH:20]=[CH:19][CH:18]=1)=[O:14])[C@H:2]([C:10]([OH:12])=[O:11])[CH2:3][C:4]1[CH:9]=[CH:8][CH:7]=[CH:6][CH:5]=1.O.O[N:25]1[C:29]2C=CC=[CH:33][C:28]=2N=N1.Cl.CN(C)CCCC(N=C=N)C.C(N)C=C>C(Cl)Cl>[NH:1]([C:13]([O:15][CH2:16][C:17]1[CH:22]=[CH:21][CH:20]=[CH:19][CH:18]=1)=[O:14])[C@H:2]([C:10]([OH:12])=[O:11])[CH2:3][C:4]1[CH:5]=[CH:6][CH:7]=[CH:8][CH:9]=1.[CH2:29]([NH-:25])[CH:28]=[CH2:33] |f:1.2,3.4,7.8|. Procedure: Under a nitrogen atmosphere, Cbz-Phe-OH (1.00 g, 3.35 mmol) was dissolved in 10 mL of anhydrous methylene chloride containing 1-hydroxybenzotriazole monohydrate (0.57 g, 3.69 mmol) and 1-(3-dimethylaminopropyl)-ethylcarbodiimide hydrochloride (0.71 g, 3.69 mmol) and stirred at ice bath temperature for 1.5 hour. Allylamine (0.19 g, 3.35 mmol) was added and the solution was stirred at 0° C. for 5 hours and then allowed to warm to ambient temperature overnight. The solvent was evaporated, and the r... Reactants: ClC1=NC=C(C(=N1)NC1=C(C=CC=C1)S(=O)(=O)NC)Cl (2-(2,5-Dichloro-pyrimidin-4-ylamino)-N-methyl-benzenesulfonamide), C1CC[C@H]2COCC3=C(N12)C=CC(=C3)N ((S)-(2,3,3a,4-Tetrahydro-1H,6H-5-oxa-10b-aza-benzo[e]azulen-8-yl)amine). The product is ClC=1C(=NC(=NC1)NC1=CC2=C(N3CCC[C@H]3COC2)C=C1)NC1=C(C=CC=C1)S(=O)(=O)NC (2-{5-Chloro-2-[(S)-(2,3,3a,4-tetrahydro-1H,6H-5-oxa-10b-aza-benzo[e]azulen-8-yl)amino]-pyrimidin-4-ylamino}-N-methyl-benzenesulfonamide). As a reaction SMILES: Cl[C:2]1[N:7]=[C:6]([NH:8][C:9]2[CH:14]=[CH:13][CH:12]=[CH:11][C:10]=2[S:15]([NH:18][CH3:19])(=[O:17])=[O:16])[C:5]([Cl:20])=[CH:4][N:3]=1.[CH2:21]1[N:30]2[C@H:24]([CH2:25][O:26][CH2:27][C:28]3[CH:34]=[C:33]([NH2:35])[CH:32]=[CH:31][C:29]=32)[CH2:23][CH2:22]1>>[Cl:20][C:5]1[C:6]([NH:8][C:9]2[CH:14]=[CH:13][CH:12]=[CH:11][C:10]=2[S:15]([NH:18][CH3:19])(=[O:17])=[O:16])=[N:7][C:2]([NH:35][C:33]2[CH:32]=[CH:31][C:29]3[N:30]4[C@H:24]([CH2:25][O:26][CH2:27][C:28]=3[CH:34]=2)[CH2:23][CH2:22][CH2:21]4)=[N:3][CH:4]=1. Procedure: Following an analogous procedure to that described in Example 5, the reaction of 2-(2,5-Dichloro-pyrimidin-4-ylamino)-N-methyl-benzenesulfonamide and (S)-(2,3,3a,4-Tetrahydro-1H,6H-5-oxa-10b-aza-benzo[e]azulen-8-yl)amine gave 2-{5-Chloro-2-[(S)-(2,3,3a,4-tetrahydro-1H,6H-5-oxa-10b-aza-benzo[e]azulen-8-yl)amino]-pyrimidin-4-ylamino}-N-methyl-benzenesulfonamide, upon purification by flash chromatography (Dichloromethane: MeOH 98:2) followed by trituration with Et2O, as solid (32%)2-{5-Chloro-2-[(S...